Task: describe an organic reaction: reactants, conditions, products, and yield. Dataset: the Open Reaction Database (ORD), a public repository of structured organic reaction records Reactants: [BH4-], CCOCC, CC(O)C(Cc1ccc(Cl)c(Cl)c1)C(=O)OC(C)(C)C, [Li+], C1CCOC1. Product: CC(O)C(CO)Cc1ccc(Cl)c(Cl)c1. RXN SMILES: [BH4-:21].[CH2:23]([O:24][CH2:25][CH3:26])[CH3:27].[Cl:1][c:2]1[cH:3][c:4]([CH2:5][CH:6]([C:7](=[O:8])[O:9][C:10]([CH3:11])([CH3:12])[CH3:13])[CH:14]([CH3:15])[OH:16])[cH:17][cH:18][c:19]1[Cl:20].[Li+:22].[O:28]1[CH2:29][CH2:30][CH2:31][CH2:32]1>>[Cl:1][c:2]1[cH:3][c:4]([CH2:5][CH:6]([CH2:7][OH:8])[CH:14]([CH3:15])[OH:16])[cH:17][cH:18][c:19]1[Cl:20]. Starting materials: N(=[N+]=[N-])C[C@H](O[Si](C)(C)C(C)(C)C)C1=C2C=CC(NC2=C(C=C1)OCC1=CC=CC=C1)=O ((R)-5-[2-Azido-1-[(tert-butyldimethylsilyl)oxy]ethyl]-8-(benzyloxy)quinolin-2(1H)-one), C(C1=CC=CC=C1)OC1=C(C=C(C=C1)[C@H](CBr)O)NC=O ((R)—N-[2-(Benzyloxy)-5-(2-bromo-1-hydroxyethyl)phenyl]formamide), C16H17N4O3. Yields the product N(=[N+]=[N-])C[C@H](O)C=1C=CC(=C(C1)NC=O)OCC1=CC=CC=C1 ((R)—N-[5-(2-Azido-1-hydroxyethyl)-2-(benzyloxy)phenyl]formamide). Reaction SMILES: [N:1]([CH2:4][C@@H:5]([C:14]1[CH:23]=[CH:22][C:21]([O:24][CH2:25][C:26]2[CH:31]=[CH:30][CH:29]=[CH:28][CH:27]=2)=[C:20]2[C:15]=1C=C[C:18](=[O:32])[NH:19]2)[O:6][Si](C(C)(C)C)(C)C)=[N+:2]=[N-:3].C(OC1C=CC([C@@H](O)CBr)=CC=1NC=O)C1C=CC=CC=1>>[N:1]([CH2:4][C@@H:5]([C:14]1[CH:23]=[CH:22][C:21]([O:24][CH2:25][C:26]2[CH:31]=[CH:30][CH:29]=[CH:28][CH:27]=2)=[C:20]([NH:19][CH:18]=[O:32])[CH:15]=1)[OH:6])=[N+:2]=[N-:3]. Procedure: The title compound was synthesized in a manner analogous to that described for Intermediate 1, using Intermediate 9 as substrate. ES/MS calcd. C16H17N4O3+ 313.1. found m/z=313 (M+H)+. The reactants are OCC1=NC=CC(=C1)C=1C=C(C=CC1)C1=NC2=C(NC(C1)=O)C=C(C(=C2)C)C(F)(F)F (4-[3-(2-hydroxymethyl-pyridin-4-yl)-phenyl]-7-methyl-8-trifluoromethyl-1,3-dihydro-benzo[b][1,4]diazepin-2-one), S(=O)(Cl)Cl (thionyl chloride), C(C(C)C)NC (N-isobutyl-methyl-amine). Run in C(Cl)Cl (CH2Cl2). Run at time 1 hour. The product is C(C(C)C)N(C)CC1=NC=CC(=C1)C=1C=C(C=CC1)C1=NC2=C(NC(C1)=O)C=C(C(=C2)C)C(F)(F)F (4-(3-{2-[(Isobutyl-methyl-amino)-methyl]-pyridin-4-yl}-phenyl)-7-methyl-8-trifluoromethyl-1,3-dihydro-benzo[b][1,4]diazepin-2-one). The yield is 57.4%. Reaction SMILES: O[CH2:2][C:3]1[CH:8]=[C:7]([C:9]2[CH:10]=[C:11]([C:15]3[CH2:21][C:20](=[O:22])[NH:19][C:18]4[CH:23]=[C:24]([C:28]([F:31])([F:30])[F:29])[C:25]([CH3:27])=[CH:26][C:17]=4[N:16]=3)[CH:12]=[CH:13][CH:14]=2)[CH:6]=[CH:5][N:4]=1.S(Cl)(Cl)=O.[CH2:36]([NH:40][CH3:41])[CH:37]([CH3:39])[CH3:38]>C(Cl)Cl>[CH2:36]([N:40]([CH2:2][C:3]1[CH:8]=[C:7]([C:9]2[CH:10]=[C:11]([C:15]3[CH2:21][C:20](=[O:22])[NH:19][C:18]4[CH:23]=[C:24]([C:28]([F:31])([F:30])[F:29])[C:25]([CH3:27])=[CH:26][C:17]=4[N:16]=3)[CH:12]=[CH:13][CH:14]=2)[CH:6]=[CH:5][N:4]=1)[CH3:41])[CH:37]([CH3:39])[CH3:38]. Procedure: A stirred suspension of 4-[3-(2-hydroxymethyl-pyridin-4-yl)-phenyl]-7-methyl-8-trifluoromethyl-1,3-dihydro-benzo[b][1,4]diazepin-2-one (Example 283) (213 mg, 0.50 mmol) and thionyl chloride (0.11 ml, 1.50 mmol) in CH2Cl2 was refluxed for 45 min, evaporated to dryness and dissolved in DMF (3 ml). To the stirred solution N-isobutyl-methyl-amine (436 mg, 5.0 mmol) was added and the reaction mixture was stirred at RT for 1 h. Aqueous work-up (CH2Cl2) and further purification by column chromatography...